Dataset: the Open Reaction Database (ORD), a public repository of structured organic reaction records. Task: describe an organic reaction: reactants, conditions, products, and yield Reactants: compound 16, NC1=C(OCCCC(=O)OCC)C=CC=C1 (ethyl 4-(2-aminophenoxy)butyrate), CC(CCC)N1C=CC2=CC(=CC=C12)/C(=C/C(=O)O)/C (3-[1-(1-methylbutyl)indol-5-yl]isocrotonic acid). Product: CC(CCC)N1C=CC2=CC(=CC=C12)/C(=C/C(=O)NC1=C(OCCCC(=O)O)C=CC=C1)/C (4-{2-[3-[1-(1-methylbutyl)indol-5-yl]isocrotonoylamino]phenoxy}butyric acid). RXN SMILES: [NH2:1][C:2]1[CH:16]=[CH:15][CH:14]=[CH:13][C:3]=1[O:4][CH2:5][CH2:6][CH2:7][C:8]([O:10]CC)=[O:9].[CH3:17][CH:18]([N:22]1[C:30]2[C:25](=[CH:26][C:27](/[C:31](/[CH3:36])=[CH:32]/[C:33](O)=[O:34])=[CH:28][CH:29]=2)[CH:24]=[CH:23]1)[CH2:19][CH2:20][CH3:21]>>[CH3:17][CH:18]([N:22]1[C:30]2[C:25](=[CH:26][C:27](/[C:31](/[CH3:36])=[CH:32]/[C:33]([NH:1][C:2]3[CH:16]=[CH:15][CH:14]=[CH:13][C:3]=3[O:4][CH2:5][CH2:6][CH2:7][C:8]([OH:10])=[O:9])=[O:34])=[CH:28][CH:29]=2)[CH:24]=[CH:23]1)[CH2:19][CH2:20][CH3:21]. Procedure details: 1.20 g of compound 16 was obtained in a similar manner to those described in the Examples 1 and 2 using 2.63 g of ethyl 4-(2-aminophenoxy)butyrate and 1.60 g of 3-[1-(1-methylbutyl)indol-5-yl]isocrotonic acid obtained according to the procedures described in the Reference Examples 1-4. The reactants are Cl.NO (hydroxylamine hydrochloride), COC1=CC=C(C=C1)/C(=C/O)/C=O (2-(4-methoxyphenyl)-malondialdehyde), C([O-])([O-])=O.[K+].[K+] (potassium carbonate). Run in C(C)O (ethanol). Run at temperature 80 celsius. Yields the product COC1=CC=C(C=C1)C=1C=NOC1 (4-(4-Methoxy-phenyl)-isoxazole). Yield: 86.4%. As a reaction SMILES: C(=O)([O-])[O-].[K+].[K+].Cl.[NH2:8]O.[CH3:10][O:11][C:12]1[CH:17]=[CH:16][C:15](/[C:18](/[CH:21]=O)=[CH:19]/[OH:20])=[CH:14][CH:13]=1>C(O)C>[CH3:10][O:11][C:12]1[CH:17]=[CH:16][C:15]([C:18]2[CH:21]=[N:8][O:20][CH:19]=2)=[CH:14][CH:13]=1 |f:0.1.2,3.4|. Procedure details: A round-bottomed flask was charged with potassium carbonate (1.45 g, 10.5 mmol) and ethanol (14 ml). To this mixture was added hydroxylamine hydrochloride (730 mg, 10.5 mmol), and 2-(4-methoxyphenyl)-malondialdehyde (1.25 g, 7.00 mmol). The reaction mixture was heated at about 80° C. for about three hours. The reaction mixture was then concentrated in vacuo to approximately one-quarter volume and partitioned between water and ethyl acetate. The mixture was extracted with ethyl acetate and the co... Run in C(C)O (ethanol). Run at temperature 0 celsius, time 1 hour. Procedure: A mixture of 17.6 g. (79.6 mMol) tetrahydropyran-2-yl ether of 3-(2-aminoethyl)-phenol, 150 ml. ethanol and 8.9 g. (83.5 mMol) benzaldehyde is stirred for 1 hour at ambient temperature, 3.5 g. (92 mMol) sodium borohydride are added thereto at 0° C. with vigorous stirring and the reaction allowed to continue for 1 hour at 0° C. and for 1 hour at ambient temperature. The reaction mixture is then evaporated in a vacuum and the residue mixed with diethyl ether and water. After shaking up, the ethere... RXN SMILES: O1CCCCC1OC1CCCCO1.[NH2:14][CH2:15][CH2:16][C:17]1[CH:18]=[C:19]([OH:23])[CH:20]=[CH:21][CH:22]=1.[CH:24](=O)[C:25]1[CH:30]=[CH:29][CH:28]=[CH:27][CH:26]=1.[BH4-].[Na+]>C(O)C>[CH2:24]([NH:14][CH2:15][CH2:16][C:17]1[CH:18]=[C:19]([OH:23])[CH:20]=[CH:21][CH:22]=1)[C:25]1[CH:30]=[CH:29][CH:28]=[CH:27][CH:26]=1 |f:3.4|. The reactants are O1C(CCCC1)OC1OCCCC1 (tetrahydropyran-2-yl ether), [BH4-].[Na+] (sodium borohydride), NCCC=1C=C(C=CC1)O (3-(2-aminoethyl)-phenol), C(C1=CC=CC=C1)=O (benzaldehyde). Yields the product C(C1=CC=CC=C1)NCCC=1C=C(C=CC1)O (3-(2-Benzylaminoethyl)-phenol). Reactants: CC1(OCC=CC1)C (2,2-dimethyl-3,6-dihydro-2H-pyran), ClC=1C=C(C(=O)OO)C=CC1 (3-chloroperoxybenzoic acid). Solvent: ClCCl (dichloromethane), ClCCl (dichloromethane). Run at time 8 hour. The product is CC1(OCC2OC2C1)C (4,4-dimethyl-3,7-dioxa-bicyclo[4.1.0]heptane). Yield: 108.4%. RXN SMILES: [CH3:1][C:2]1([CH3:8])[CH2:7][CH:6]=[CH:5][CH2:4][O:3]1.ClC1C=C(C=CC=1)C(OO)=[O:14]>ClCCl>[CH3:1][C:2]1([CH3:8])[CH2:7][CH:6]2[CH:5]([O:14]2)[CH2:4][O:3]1. Procedure: To a solution of 2,2-dimethyl-3,6-dihydro-2H-pyran (4.0 g, 36 mmol) in dichloromethane (20 mL) was added 3-chloroperoxybenzoic acid (18.4 g, 107 mmol), and the mixture was stirred at room temperature overnight. The reaction mixture was then diluted with dichloromethane, and washed with saturated aqueous sodium sulfite and brine. The organic layer was dried over sodium sulfate, filtered, and concentrated under reduced pressure to give the title compound (5.0 g, crude) as a yellow oil, which was d...